Dataset: the Open Reaction Database (ORD), a public repository of structured organic reaction records. Task: describe an organic reaction: reactants, conditions, products, and yield Reactants: FC=1C=C(CNCCC(C)C)C=CC1OC1=CC(=CC=C1)OC ([3-fluoro-4-(3-methoxy-phenoxy)-benzyl]-(3-methyl-butyl)-amine), ClCCl (dichloromethane), B(Br)(Br)Br (boron tribromide), ClCCl (dichloromethane). Reaction conditions: time 1 hour. Yields the product Cl.FC1=C(OC=2C=C(C=CC2)O)C=CC(=C1)CNCCC(C)C (3-(2-fluoro-4-{[(3-methylbutyl)amino]-methyl}phenoxy)phenol, hydrochloride salt). As a reaction SMILES: [F:1][C:2]1[CH:3]=[C:4]([CH:12]=[CH:13][C:14]=1[O:15][C:16]1[CH:21]=[CH:20][CH:19]=[C:18]([O:22]C)[CH:17]=1)[CH2:5][NH:6][CH2:7][CH2:8][CH:9]([CH3:11])[CH3:10].B(Br)(Br)Br.[Cl:28]CCl>>[ClH:28].[F:1][C:2]1[CH:3]=[C:4]([CH2:5][NH:6][CH2:7][CH2:8][CH:9]([CH3:11])[CH3:10])[CH:12]=[CH:13][C:14]=1[O:15][C:16]1[CH:17]=[C:18]([OH:22])[CH:19]=[CH:20][CH:21]=1 |f:3.4|. Procedure: The [3-fluoro-4-(3-methoxy-phenoxy)-benzyl]-(3-methyl-butyl)-amine (460 mg, 1.45 mmol) was dissolved in dichloromethane (10 ml) and cooled to −78° C. as boron tribromide (7.25 mL of a 1.0 M in dichloromethane, 7.25 mmol) was added slowly. After 1 hour at −78° C., the reaction was allowed to warm to room temperature. After 4 hours at room temperature the reaction mixture was carefully being quenched with cold water before the pH was adjusted to 10.0 using concentrated ammonium hydroxide. The reac... Reactants: C(C)OC(=O)C=1OC2=C(C1)C=C(C=C2)OCC=2OC1=C(C2C)C(=CC=C1)OCCCNCC=1C=NC=CC1 (5-[3-methyl-4-[3-[(pyridin-3-ylmethyl)-amino]-propoxyl]-benzofuran-2-ylmethoxy]-benzofuran-2-carboxylic acid ethyl ester), C(Cl)Cl.CO (CH2Cl2 MeOH), [C-]#N.[Na+] (NaCN). The solvent is N (NH3). The product is CC1=C(OC2=C1C(=CC=C2)OCCCNCC=2C=NC=CC2)COC=2C=CC1=C(C=C(O1)C(=O)N)C2 (5-[3-Methyl-4-[3-[(pyridin-3-ylmethyl)-amino]-propoxyl]-benzofuran-2-ylmethoxyl]-benzofuran-2-carboxylic Acid Amide). Isolated yield 100.9%. Reaction SMILES: C([O:3][C:4]([C:6]1[O:7][C:8]2[CH:14]=[CH:13][C:12]([O:15][CH2:16][C:17]3[O:18][C:19]4[CH:26]=[CH:25][CH:24]=[C:23]([O:27][CH2:28][CH2:29][CH2:30][NH:31][CH2:32][C:33]5[CH:34]=[N:35][CH:36]=[CH:37][CH:38]=5)[C:20]=4[C:21]=3[CH3:22])=[CH:11][C:9]=2[CH:10]=1)=O)C.[C-]#[N:40].[Na+].C(Cl)Cl.CO>N>[CH3:22][C:21]1[C:20]2[C:23]([O:27][CH2:28][CH2:29][CH2:30][NH:31][CH2:32][C:33]3[CH:34]=[N:35][CH:36]=[CH:37][CH:38]=3)=[CH:24][CH:25]=[CH:26][C:19]=2[O:18][C:17]=1[CH2:16][O:15][C:12]1[CH:13]=[CH:14][C:8]2[O:7][C:6]([C:4]([NH2:40])=[O:3])=[CH:10][C:9]=2[CH:11]=1 |f:1.2,3.4|. Procedure details: The compound in Example 36 (12 mg, 0.022 mmol) and NaCN (1 mg) in saturated NH3 anhydrous MeOH solution was heated at 70° C. in a sealed flask overnight. Silica gel column chromatography (CH2Cl2/MeOH=20/1 to 10/1) gave desired product (10 mg, 88%) as a colorless solid. FAB-MS: m/z 486 (MH+); 1H-NMR (CD3OD): δ 2.01 (2H, m); 2.26 (3H, s), 2.80 (1H, t, J=6.9 Hz), 3.78 (2H, s), 4.10 (1H, t, J=5.9 Hz), 5.04 (2H, s), 5.80 (1H, brs), 6.50 (1H, brs), 6.52 (1H, d, J=7.6 Hz), 7.04-7.20 (5H, m), 7.33 (1H, ... Solvent: C1CCOC1 (THF). Yields the product C(C)(C)(C)OC(=O)[C@H](C(=O)O)CC1=CC2=C(OC(O2)(C)C)C=C1 ((S)-2-(tert-butoxycarbonyl)-3-(2,2-dimethylbenzo[d][1,3]dioxol-5-yl)propanoic acid). As a reaction SMILES: [C:1]([O:5][C:6]([C@@H:8]([CH2:13][C:14]1[CH:24]=[CH:23][C:17]2[O:18][C:19]([CH3:22])([CH3:21])[O:20][C:16]=2[CH:15]=1)[C:9]([O:11]C)=[O:10])=[O:7])([CH3:4])([CH3:3])[CH3:2].[OH-].[Li+].O>C1COCC1>[C:1]([O:5][C:6]([C@@H:8]([CH2:13][C:14]1[CH:24]=[CH:23][C:17]2[O:18][C:19]([CH3:22])([CH3:21])[O:20][C:16]=2[CH:15]=1)[C:9]([OH:11])=[O:10])=[O:7])([CH3:4])([CH3:2])[CH3:3] |f:1.2|. Yield: 87.3%. Procedure details: To a solution of (S)-methyl 2-(tert-butoxycarbonyl)-3-(2,2-dimethylbenzo[d][1,3]dioxol-5-yl)propanoate (5000 mg, 14229 μmol) in 100 mL of THF at 0° C. was added lithium hydroxide (0.2 M, 28458 μl, 14229 μmol) over 10 minutes. After stirring at 0° C. for 1 hour the reaction was poured into a separatory funnel and 100 mL of water was added. The mixture was washed with 150 mL of ether, then acidified to pH 2-3- with 1 N HCl. Ethyl acetate was added, the layers were separated and the aqueous layer w... Reaction conditions: temperature 0 celsius, time 1 hour. Reactants: C(C)(C)(C)OC(=O)[C@H](C(=O)OC)CC1=CC2=C(OC(O2)(C)C)C=C1 ((S)-methyl 2-(tert-butoxycarbonyl)-3-(2,2-dimethylbenzo[d][1,3]dioxol-5-yl)propanoate), [OH-].[Li+] (lithium hydroxide), O (water). The reactants are CN(C)C=O, CI, CCOC(C)=O, [H-], [Na+], CCCc1c(Cc2ccc(-c3ccccc3C#N)cc2)c(=O)n(C2CCC(OCCO)CC2)c2ncnn12. The product is CCCc1c(Cc2ccc(-c3ccccc3C#N)cc2)c(=O)n(C2CCC(OCCOC)CC2)c2ncnn12. Reaction SMILES: [CH3:41][N:42]([CH3:43])[CH:44]=[O:45].[CH3:46][I:47].[CH3:48][CH2:49][O:50][C:51](=[O:52])[CH3:53].[H-:39].[Na+:40].[OH:1][CH2:2][CH2:3][O:4][CH:5]1[CH2:6][CH2:7][CH:8]([n:11]2[c:12]3[n:13]([c:14]([CH2:33][CH2:34][CH3:35])[c:15]([CH2:18][c:19]4[cH:20][cH:21][c:22](-[c:25]5[c:26]([C:31]#[N:32])[cH:27][cH:28][cH:29][cH:30]5)[cH:23][cH:24]4)[c:16]2=[O:17])[n:36][cH:37][n:38]3)[CH2:9][CH2:10]1>>[O:1]([CH2:2][CH2:3][O:4][CH:5]1[CH2:6][CH2:7][CH:8]([n:11]2[c:12]3[n:13]([c:14]([CH2:33][CH2:34][CH3:35])[c:15]([CH2:18][c:19]4[cH:20][cH:21][c:22](-[c:25]5[c:26]([C:31]#[N:32])[cH:27][cH:28][cH:29][cH:30]5)[cH:23][cH:24]4)[c:16]2=[O:17])[n:36][cH:37][n:38]3)[CH2:9][CH2:10]1)[CH3:41].